This data is from the Open Reaction Database (ORD), a public repository of structured organic reaction records. The task is: describe an organic reaction: reactants, conditions, products, and yield The reactants are BrCCc1ccc2nonc2c1, O=C([O-])O, CCO, CCOC(C)=O, Cl, [I-], [Li+], [Na+], O=C(c1ccc2nonc2c1)C1CCNCC1. The product is Cl, O=C(c1ccc2nonc2c1)C1CCN(CCc2ccc3nonc3c2)CC1. RXN SMILES: [Br:19][CH2:20][CH2:21][c:22]1[cH:23][cH:24][c:25]2[c:26]([n:27][o:28][n:29]2)[cH:30]1.[C:31](=[O:32])([OH:33])[O-:34].[CH3:38][CH2:39][OH:40].[CH3:41][CH2:42][O:43][C:44](=[O:45])[CH3:46].[ClH:1].[I-:36].[Li+:37].[Na+:35].[n:2]1[c:3]2[c:4]([n:5][o:6]1)[cH:7][c:8]([C:11](=[O:12])[CH:13]1[CH2:14][CH2:15][NH:16][CH2:17][CH2:18]1)[cH:9][cH:10]2>>[ClH:1].[n:2]1[c:3]2[c:4]([n:5][o:6]1)[cH:7][c:8]([C:11](=[O:12])[CH:13]1[CH2:14][CH2:15][N:16]([CH2:20][CH2:21][c:22]3[cH:23][cH:24][c:25]4[c:26]([n:27][o:28][n:29]4)[cH:30]3)[CH2:17][CH2:18]1)[cH:9][cH:10]2. Starting materials: C1(=CC=CC=C1)CCCC=C1C(N(C(S1)=O)CCCCSC1=CC=CC=2N1C=CN2)=O (5-(4-phenyl-butylidene)-3-[4-(imidazo[1,2-a]pyridin-5-ylthio)butyl]thiazolidine-2,4-dione), Cl (hydrochloric acid). The solvent is CO (methanol). Product: Cl.C1(=CC=CC=C1)CCCC=C1C(N(C(S1)=O)CCCCSC1=CC=CC=2N1C=CN2)=O (5-(4-phenylbutylidene)-3-[4-(imidazo[1,2-a]pyridin-5-ylthio)butyl]thiazolidine-2,4-dione hydrochloride). RXN SMILES: [C:1]1([CH2:7][CH2:8][CH2:9][CH:10]=[C:11]2[S:15][C:14](=[O:16])[N:13]([CH2:17][CH2:18][CH2:19][CH2:20][S:21][C:22]3[N:27]4[CH:28]=[CH:29][N:30]=[C:26]4[CH:25]=[CH:24][CH:23]=3)[C:12]2=[O:31])[CH:6]=[CH:5][CH:4]=[CH:3][CH:2]=1.[ClH:32]>CO>[ClH:32].[C:1]1([CH2:7][CH2:8][CH2:9][CH:10]=[C:11]2[S:15][C:14](=[O:16])[N:13]([CH2:17][CH2:18][CH2:19][CH2:20][S:21][C:22]3[N:27]4[CH:28]=[CH:29][N:30]=[C:26]4[CH:25]=[CH:24][CH:23]=3)[C:12]2=[O:31])[CH:2]=[CH:3][CH:4]=[CH:5][CH:6]=1 |f:3.4|. Procedure: To a solution of 1.56 g (3.45 mmol) of 5-(4-phenyl-butylidene)-3-[4-(imidazo[1,2-a]pyridin-5-ylthio)butyl]thiazolidine-2,4-dione in 50 ml of methanol, 0.4 ml of concentrated hydrochloric acid was added. After the solvent was distilled off, the residue was washed with diethyl ether to yield 1.47 g (87%, light yellow foamy substance) of the desired product. Starting materials: C(C)(=O)OCC(=O)N1CCC(CC1)NC(=O)C1=C(C=2C(N(C=3C=CC=CC3C2N1C)CC1=CC(=CC=C1)OC(F)(F)F)=O)OC (2-{4-[({3-methoxy-1-methyl-4-oxo-5-[3-(trifluoromethoxy)benzyl]-4,5-dihydro-1H-pyrrolo[3,2-c]quinolin-2-yl}carbonyl)amino]piperidin-1-yl}-2-oxoethyl acetate), C([O-])([O-])=O.[K+].[K+] (potassium carbonate), CO (methanol), O (water). Run in C1CCOC1 (THF), C(O)([O-])=O.[Na+] (sodium hydrogen carbonate). The product is OCC(=O)N1CCC(CC1)NC(=O)C1=C(C=2C(N(C=3C=CC=CC3C2N1C)CC1=CC(=CC=C1)OC(F)(F)F)=O)OC (N-[1-(hydroxyacetyl)piperidin-4-yl]-3-methoxy-1-methyl-4-oxo-5-[3-(trifluoromethoxy)benzyl]-4,5-dihydro-1H-pyrrolo[3,2-c]quinoline-2-carboxamide). The yield is 35.2%. RXN SMILES: C([O:4][CH2:5][C:6]([N:8]1[CH2:13][CH2:12][CH:11]([NH:14][C:15]([C:17]2[N:29]([CH3:30])[C:28]3[C:27]4[CH:26]=[CH:25][CH:24]=[CH:23][C:22]=4[N:21]([CH2:31][C:32]4[CH:37]=[CH:36][CH:35]=[C:34]([O:38][C:39]([F:42])([F:41])[F:40])[CH:33]=4)[C:20](=[O:43])[C:19]=3[C:18]=2[O:44][CH3:45])=[O:16])[CH2:10][CH2:9]1)=[O:7])(=O)C.C(=O)([O-])[O-].[K+].[K+].CO.O>C1COCC1.C(=O)([O-])O.[Na+]>[OH:4][CH2:5][C:6]([N:8]1[CH2:13][CH2:12][CH:11]([NH:14][C:15]([C:17]2[N:29]([CH3:30])[C:28]3[C:27]4[CH:26]=[CH:25][CH:24]=[CH:23][C:22]=4[N:21]([CH2:31][C:32]4[CH:37]=[CH:36][CH:35]=[C:34]([O:38][C:39]([F:41])([F:42])[F:40])[CH:33]=4)[C:20](=[O:43])[C:19]=3[C:18]=2[O:44][CH3:45])=[O:16])[CH2:10][CH2:9]1)=[O:7] |f:1.2.3,7.8|. Procedure: A solution of 2-{4-[({3-methoxy-1-methyl-4-oxo-5-[3-(trifluoromethoxy)benzyl]-4,5-dihydro-1H-pyrrolo[3,2-c]quinolin-2-yl}carbonyl)amino]piperidin-1-yl}-2-oxoethyl acetate (70 mg) and potassium carbonate (77 mg, 0.55 mmol) in THF (2 mL)-methanol (1 mL)-water (1 mL) was stirred at room temperature for 3 hr. The reaction mixture was diluted with saturated sodium hydrogen carbonate solution, and extracted twice with ethyl acetate. The extract was washed with brine, dried over magnesium sulfate, and ... Starting materials: C(C)(=O)[O-].[NH4+] (ammonium acetate), CC1=CC=C(C(=O)C2=CC=CC=C2)C=C1 (4-methylbenzophenone), C(#N)CC(=O)OCC (ethyl cyanoacetate), C(C)(=O)[O-].[NH4+] (ammonium acetate). Solvent: C(C)(=O)O (acetic acid), O (water), C1=CC=CC=C1 (benzene), C(C)(=O)O (acetic acid). Product: C(C)OC(=O)C(C#N)=C(C1=CC=CC=C1)C1=CC=C(C=C1)C (2-Ethoxycarbonyl-3-(4-methylphenyl)-3-phenyl-2-propenonitrile), oil. Isolated yield 67.0%. Reaction SMILES: [CH3:1][C:2]1[CH:15]=[CH:14][C:5]([C:6]([C:8]2[CH:13]=[CH:12][CH:11]=[CH:10][CH:9]=2)=O)=[CH:4][CH:3]=1.[C:16]([CH2:18][C:19]([O:21][CH2:22][CH3:23])=[O:20])#[N:17].C([O-])(=O)C.[NH4+]>C(O)(=O)C.O.C1C=CC=CC=1>[CH2:22]([O:21][C:19]([C:18](=[C:6]([C:5]1[CH:14]=[CH:15][C:2]([CH3:1])=[CH:3][CH:4]=1)[C:8]1[CH:13]=[CH:12][CH:11]=[CH:10][CH:9]=1)[C:16]#[N:17])=[O:20])[CH3:23] |f:2.3|. Reported procedure: A mixture of 10 g (51 mmol) of 4-methylbenzophenone, 4.9 mL (46 mL (46 mmol) of ethyl cyanoacetate, 0.72 g (9.3 mmol) of ammonium acetate, 2.2 mL (37 mmol) of acetic acid and 8 mL of benzene was heated at reflux for 18 h using a Dean-Stark water separator. Then, 1.1 mL of acetic acid and 0.35 g of ammonium acetate was added and the mixture was heated for 24 h more. The solvent was removed and the residue was dissolved in chloroform and washed with water. The organic phase was dried over magnesiu... Reactants: C(#N)C1=CC=C(C=C1)C1CCN(CC1)C(=O)C=1C=CC(=C(C(=O)O)C1)C (5-(4-(4-cyanophenyl)piperidine-1-carbonyl)-2-methylbenzoic acid), C(#N)C1=CC=C(C=C1)C1CCN(CC1)C(=O)C=1C=CC(=C(C(=O)O)C1)C (5-(4-(4-cyanophenyl)piperidine-1-carbonyl)-2-methylbenzoic acid), CO (methanol), S(O)(O)(=O)=O (sulfuric acid). Yields the product C(#N)C1=CC=C(C=C1)C1CCN(CC1)C(=O)C=1C=CC(=C(C(=O)OC)C1)C (Methyl 5-(4-(4-cyanophenyl)piperidine-1-carbonyl)-2-methylbenzoate). Isolated yield 90.0%. RXN SMILES: [C:1]([C:3]1[CH:8]=[CH:7][C:6]([CH:9]2[CH2:14][CH2:13][N:12]([C:15]([C:17]3[CH:18]=[CH:19][C:20]([CH3:26])=[C:21]([CH:25]=3)[C:22]([OH:24])=[O:23])=[O:16])[CH2:11][CH2:10]2)=[CH:5][CH:4]=1)#[N:2].S(=O)(=O)(O)O.[CH3:32]O>>[C:1]([C:3]1[CH:8]=[CH:7][C:6]([CH:9]2[CH2:14][CH2:13][N:12]([C:15]([C:17]3[CH:18]=[CH:19][C:20]([CH3:26])=[C:21]([CH:25]=3)[C:22]([O:24][CH3:32])=[O:23])=[O:16])[CH2:11][CH2:10]2)=[CH:5][CH:4]=1)#[N:2]. Procedure details: To a stiffed mixture of 5-(4-(4-cyanophenyl)piperidine-1-carbonyl)-2-methylbenzoic acid (compound 39.3, 1.392 g, 4.00 mmol, 1.00 equiv) in methanol (50 mL) was added sulfuric acid (784 mg, 7.99 mmol, 2.00 equiv), dropwise. The resulting mixture was heated to reflux overnight in an oil bath. After cooling to ambient temperature, the organic solvent was removed under reduced pressure. The residue was diluted with 20 mL of EtOAc and was washed with 1×100 mL of saturated sodium bicarbonate(aq) follo...